From a dataset of the Open Reaction Database (ORD), a public repository of structured organic reaction records. describe an organic reaction: reactants, conditions, products, and yield Reactants: [N+](=O)([O-])C1=C(C=C(C=C1)OC1=NC=C(C=N1)Cl)O (2-Nitro-5-(5-chloro-2-pyrimidyloxy)phenol), C(C)I (ethyl iodide), C([O-])([O-])=O.[K+].[K+] (potassium carbonate). Solvent: C(C)C(=O)C (methyl ethyl ketone). Reaction conditions: time 15 hour. Yields the product ClC=1C=NC(=NC1)OC1=CC(=C(C=C1)[N+](=O)[O-])OCC (5-chloro-2-(3-ethoxy-4-nitrophenoxy)pyrimidine). Reaction SMILES: [N+:1]([C:4]1[CH:9]=[CH:8][C:7]([O:10][C:11]2[N:16]=[CH:15][C:14]([Cl:17])=[CH:13][N:12]=2)=[CH:6][C:5]=1[OH:18])([O-:3])=[O:2].[CH2:19](I)[CH3:20].C(=O)([O-])[O-].[K+].[K+]>C(C(C)=O)C>[Cl:17][C:14]1[CH:13]=[N:12][C:11]([O:10][C:7]2[CH:8]=[CH:9][C:4]([N+:1]([O-:3])=[O:2])=[C:5]([O:18][CH2:19][CH3:20])[CH:6]=2)=[N:16][CH:15]=1 |f:2.3.4|. Procedure: 2-Nitro-5-(5-chloro-2-pyrimidyloxy)phenol (0.65 g), ethyl iodide (2 ml), potassium carbonate (0.35 g) and methyl ethyl ketone (20 ml) were heated together under reflux with stirring for 15 hours. The solvent was evaporated under reduced pressure and the residue was partitioned between water and chloroform. The chloroform extracts were dried and evaporated under reduced pressure to give a pale yellow solid which was recrystallized from ethanol to give the title compound as pale yellow needles (0.... The reactants are CCC#N, O=C([O-])O, [Li]CCCC, CCCCCC, CC(=O)O, [Na+], C1CCOC1, O=C(Cn1cncn1)c1ccc(Cl)cc1Cl. The product is CC(C#N)C(O)(Cn1cncn1)c1ccc(Cl)cc1Cl. Reaction SMILES: [C:1]([CH2:2][CH3:3])#[N:4].[C:26](=[O:27])([OH:28])[O-:29].[CH2:5]([Li:6])[CH2:7][CH2:8][CH3:9].[CH3:36][CH2:37][CH2:38][CH2:39][CH2:40][CH3:41].[CH3:42][C:43](=[O:44])[OH:45].[Na+:30].[O:31]1[CH2:32][CH2:33][CH2:34][CH2:35]1.[n:10]1([CH2:15][C:16](=[O:17])[c:18]2[c:19]([Cl:25])[cH:20][c:21]([Cl:24])[cH:22][cH:23]2)[n:11][cH:12][n:13][cH:14]1>>[C:1]([CH:2]([CH3:3])[C:16]([CH2:15][n:10]1[n:11][cH:12][n:13][cH:14]1)([OH:17])[c:18]1[c:19]([Cl:25])[cH:20][c:21]([Cl:24])[cH:22][cH:23]1)#[N:4].